Dataset: the Open Reaction Database (ORD), a public repository of structured organic reaction records. Task: describe an organic reaction: reactants, conditions, products, and yield Starting materials: Cl.NC1=CC=C(C=C1)CC(=O)OCC (ethyl p-aminophenylacetate hydrochloride), [I-].ClC1=[N+](C=CC=C1)C (2-chloro-1-methylpyridinium iodide), O1CCCC=C1 (Dihydropyran), C1(=CC=C(C=C1)S(=O)(=O)O)C (p-toluenesulfonic acid), C(C1=CC=CC=C1)OC(=O)NC(CO)C(=O)O (N-benzyloxycarbonyl-DL-serine). Run in C(C)N(CC)CC (Triethylamine), C(Cl)(Cl)Cl (chloroform). Reaction conditions: time 8 hour. The product is C(C1=CC=CC=C1)OC(=O)NC(C(=O)NC1=CC=C(C=C1)CC(=O)OCC)COC1OCCCC1 ((RS)-2-(benzyloxycarbonylamino)-N-(4-(ethoxycarbonylmethyl)phenyl)-3-(tetrahydropyran-2-yloxy)propanamide). Reaction SMILES: [O:1]1[CH:6]=[CH:5][CH2:4][CH2:3][CH2:2]1.C1(C)C=CC(S(O)(=O)=O)=CC=1.[CH2:18]([O:25][C:26]([NH:28][CH:29]([C:32]([OH:34])=O)[CH2:30][OH:31])=[O:27])[C:19]1[CH:24]=[CH:23][CH:22]=[CH:21][CH:20]=1.Cl.[NH2:36][C:37]1[CH:42]=[CH:41][C:40]([CH2:43][C:44]([O:46][CH2:47][CH3:48])=[O:45])=[CH:39][CH:38]=1.[I-].ClC1C=CC=C[N+]=1C>C(Cl)(Cl)Cl.C(N(CC)CC)C>[CH2:18]([O:25][C:26]([NH:28][CH:29]([CH2:30][O:31][CH:6]1[CH2:5][CH2:4][CH2:3][CH2:2][O:1]1)[C:32]([NH:36][C:37]1[CH:38]=[CH:39][C:40]([CH2:43][C:44]([O:46][CH2:47][CH3:48])=[O:45])=[CH:41][CH:42]=1)=[O:34])=[O:27])[C:19]1[CH:20]=[CH:21][CH:22]=[CH:23][CH:24]=1 |f:3.4,5.6|. Reported procedure: Dihydropyran (2.27 ml) and p-toluenesulfonic acid (500 mg) were added to a suspension of N-benzyloxycarbonyl-DL-serine (5 g) in chloroform, and the mixture was stirred at room temperature overnight under argon. Triethylamine (11.65 ml), ethyl p-aminophenylacetate hydrochloride (4.5 g) and 2-chloro-1-methylpyridinium iodide (6.4 g) were added to the reaction mixture and the whole was refluxed for 3 hours. The reaction mixture was concentrated under reduced pressure. The residue was dissolved in e... Starting materials: Fc1ccc(Br)cc1, CCOC(C)=O, NC(=O)c1cc(F)cc2cn[nH]c12, CN(C)C=O. Yields the product NC(=O)c1cc(F)cc2cn(-c3ccc(Br)cc3)nc12. As a reaction SMILES: [Br:19][c:20]1[cH:21][cH:22][c:23]([F:26])[cH:24][cH:25]1.[CH3:27][CH2:28][O:29][C:30]([CH3:31])=[O:32].[F:1][c:2]1[cH:3][c:4]2[cH:5][n:6][nH:7][c:8]2[c:9]([C:11](=[O:12])[NH2:13])[cH:10]1.[O:14]=[CH:15][N:16]([CH3:17])[CH3:18]>>[F:1][c:2]1[cH:3][c:4]2[cH:5][n:6](-[c:23]3[cH:22][cH:21][c:20]([Br:19])[cH:25][cH:24]3)[n:7][c:8]2[c:9]([C:11](=[O:12])[NH2:13])[cH:10]1.